From a dataset of the Open Reaction Database (ORD), a public repository of structured organic reaction records. describe an organic reaction: reactants, conditions, products, and yield Yield: 92.9%. RXN SMILES: CCN(C(C)C)C(C)C.[C:10]1([C:16]2[CH:24]=[CH:23][C:19]([C:20](Cl)=[O:21])=[CH:18][CH:17]=2)[CH:15]=[CH:14][CH:13]=[CH:12][CH:11]=1.[CH2:25]([O:27][C:28](=[O:37])[C@@:29]([CH3:36])([C:32]([NH:34][CH3:35])=[O:33])[NH:30][CH3:31])[CH3:26].C(=O)([O-])O.[Na+]>C(Cl)(Cl)Cl>[CH2:25]([O:27][C:28](=[O:37])[C:29]([N:30]([CH3:31])[C:20]([C:19]1[CH:23]=[CH:24][C:16]([C:10]2[CH:15]=[CH:14][CH:13]=[CH:12][CH:11]=2)=[CH:17][CH:18]=1)=[O:21])([CH3:36])[C:32]([NH:34][CH3:35])=[O:33])[CH3:26] |f:3.4|. The reactants are CCN(C(C)C)C(C)C (DIPEA), C1(=CC=CC=C1)C1=CC=C(C(=O)Cl)C=C1 (4-phenylbenzoyl chloride), C(C)OC([C@](NC)(C(=O)NC)C)=O (O-ethyl-N,N2,2-trimethyl-3-oxoserinamide), C(C)OC([C@](NC)(C(=O)NC)C)=O (O-ethyl-N,N2,2-trimethyl-3-oxoserinamide), C(O)([O-])=O.[Na+] (sodium hydrogen carbonate). Reported procedure: DIPEA (1.0 mL) and 4-phenylbenzoyl chloride (0.50 g) were added in this order to a chloroform (10 mL) solution of O-ethyl-N,N2,2-trimethyl-3-oxoserinamide (Intermediate 9-1, 0.69 g), and the mixture was stirred for 5 hours at room temperature. A saturated aqueous solution of sodium hydrogen carbonate was added to the reaction mixture, and the mixture was extracted with chloroform. The organic layer was dried over anhydrous magnesium sulfate, whereafter the desiccant was filtered out, and the sol... The product is C(C)OC(C(C(=O)NC)(C)N(C(=O)C1=CC=C(C=C1)C1=CC=CC=C1)C)=O (4-{[1-ethoxy-2-methyl-3-(methylamino)-1,3-dioxopropan-2-yl](methyl)carbamoyl}biphenyl). Run at time 5 hour. The solvent is C(Cl)(Cl)Cl (chloroform).